This data is from the Open Reaction Database (ORD), a public repository of structured organic reaction records. The task is: describe an organic reaction: reactants, conditions, products, and yield Reactants: NCCN1CCN(c2ccc([N+](=O)[O-])cc2)CC1, O=Cc1cc(-c2ccccc2)n(-c2ccccc2)n1. The product is O=[N+]([O-])c1ccc(N2CCN(CCNCc3cc(-c4ccccc4)n(-c4ccccc4)n3)CC2)cc1. Reaction SMILES: [N+:1](=[O:2])([O-:3])[c:4]1[cH:5][cH:6][c:7]([N:10]2[CH2:11][CH2:12][N:13]([CH2:16][CH2:17][NH2:18])[CH2:14][CH2:15]2)[cH:8][cH:9]1.[c:19]1(-[n:25]2[n:26][c:27]([CH:36]=[O:37])[cH:28][c:29]2-[c:30]2[cH:31][cH:32][cH:33][cH:34][cH:35]2)[cH:20][cH:21][cH:22][cH:23][cH:24]1>>[N+:1](=[O:2])([O-:3])[c:4]1[cH:5][cH:6][c:7]([N:10]2[CH2:11][CH2:12][N:13]([CH2:16][CH2:17][NH:18][CH2:36][c:27]3[n:26][n:25](-[c:19]4[cH:20][cH:21][cH:22][cH:23][cH:24]4)[c:29](-[c:30]4[cH:31][cH:32][cH:33][cH:34][cH:35]4)[cH:28]3)[CH2:14][CH2:15]2)[cH:8][cH:9]1. Starting materials: BrC1=C2C=C(NC2=CC(=C1)OC)C(=O)OC (Methyl 4-bromo-6-methoxy-1H-indole-2-carboxylate), CC(C)([O-])C.[K+] (potassium t-butoxide), C(C=C)(=O)OC (methyl acrylate). Run in C1(=CC=CC=C1)C (toluene), C1CCOC1 (THF). Reaction conditions: time 15 minute. Product: BrC=1C=2C=C3N(C2C=C(C1)OC)CCC3=O (8-Bromo-6-methoxy-2,3-dihydro-1H-pyrrolo[1,2-a]indol-1-one). Isolated yield 81.1%. Reaction SMILES: [Br:1][C:2]1[CH:10]=[C:9]([O:11][CH3:12])[CH:8]=[C:7]2[C:3]=1[CH:4]=[C:5]([C:13]([O:15]C)=O)[NH:6]2.[CH3:17][C:18](C)([O-])C.[K+].C(OC)(=O)C=C>C1(C)C=CC=CC=1.C1COCC1>[Br:1][C:2]1[C:3]2[CH:4]=[C:5]3[C:13](=[O:15])[CH2:18][CH2:17][N:6]3[C:7]=2[CH:8]=[C:9]([O:11][CH3:12])[CH:10]=1 |f:1.2|. Procedure details: To a solution of the ester from Step 3 (0.5 g, 1.76 mmol) in toluene (7 mL) and THF (1 mL) at RT was added 1M potassium t-butoxide (1.76 mL, 1.76 mmol). After 15 minutes, methyl acrylate (0.32 mL, 3.5 mmol) was added, and the mixture was brought to reflux for 1.5 hours. The reaction was quenched by the addition of saturated NH4Cl solution, and the product was extracted with EtOAc/THF. The organic layer was washed with H2O and brine, dried (MgSO4), filtered, and evaporated. The intermediate was s...